Dataset: the Open Reaction Database (ORD), a public repository of structured organic reaction records. Task: describe an organic reaction: reactants, conditions, products, and yield The reactants are CS(C)=O, COc1ccccc1-c1ccc(C(=O)N2Cc3ccc(C(=O)C(Cl)(Cl)Cl)n3Cc3ccccc32)cc1C, NCCc1ccc(O)cc1, O. The product is COc1ccccc1-c1ccc(C(=O)N2Cc3ccc(C(=O)NCCc4ccc(O)cc4)n3Cc3ccccc32)cc1C. As a reaction SMILES: [CH3:49][S:50]([CH3:51])=[O:52].[Cl:1][C:2]([C:3](=[O:4])[c:5]1[cH:6][cH:7][c:8]2[n:9]1[CH2:10][c:11]1[c:12]([cH:32][cH:33][cH:34][cH:35]1)[N:13]([C:15](=[O:16])[c:17]1[cH:18][c:19]([CH3:31])[c:20](-[c:23]3[c:24]([O:29][CH3:30])[cH:25][cH:26][cH:27][cH:28]3)[cH:21][cH:22]1)[CH2:14]2)([Cl:36])[Cl:37].[NH2:38][CH2:39][CH2:40][c:41]1[cH:42][cH:43][c:44]([OH:45])[cH:46][cH:47]1.[OH2:48]>>[C:3](=[O:4])([c:5]1[cH:6][cH:7][c:8]2[n:9]1[CH2:10][c:11]1[c:12]([cH:32][cH:33][cH:34][cH:35]1)[N:13]([C:15](=[O:16])[c:17]1[cH:18][c:19]([CH3:31])[c:20](-[c:23]3[c:24]([O:29][CH3:30])[cH:25][cH:26][cH:27][cH:28]3)[cH:21][cH:22]1)[CH2:14]2)[NH:38][CH2:39][CH2:40][c:41]1[cH:42][cH:43][c:44]([OH:45])[cH:46][cH:47]1. The reactants are ClC1=CC(=C(C=C1)NS(=O)(=O)C1=CC(=C(C=C1)OC)OC)CC1=NC=CC=C1 (N-[4-chloro-2-(pyridin-2-ylmethyl)phenyl]-3,4-dimethoxybenzene-sulfonamide), CC(C)OC(=O)/N=N/C(=O)OC(C)C (diisopropylazodicarboxylate), C1(=CC=CC=C1)P(C1=CC=CC=C1)C1=CC=CC=C1 (triphenylphosphine), O[C@@H]1CN(CC1)C(=O)OC(C)(C)C (tert-butyl (3S)-3-hydroxypyrrolidine-1-carboxylate). Run in O1CCCC1 (tetrahydrofuran). Run at time 30 minute. The product is ClC1=CC(=C(C=C1)N([C@H]1CN(CC1)C(=O)OC(C)(C)C)S(=O)(=O)C1=CC(=C(C=C1)OC)OC)CC1=NC=CC=C1 (tert-Butyl (3R)-3-{[4-chloro-2-(pyridin-ylmethyl)phenyl][(3,4-dimethoxyphenyl)-sulfonyl]amino}pyrrolidine-1-carboxylate). Isolated yield 162.3%. Reaction SMILES: CC(OC(/N=N/C(OC(C)C)=O)=O)C.C1(P(C2C=CC=CC=2)C2C=CC=CC=2)C=CC=CC=1.O[C@H:35]1[CH2:39][CH2:38][N:37]([C:40]([O:42][C:43]([CH3:46])([CH3:45])[CH3:44])=[O:41])[CH2:36]1.[Cl:47][C:48]1[CH:53]=[CH:52][C:51]([NH:54][S:55]([C:58]2[CH:63]=[CH:62][C:61]([O:64][CH3:65])=[C:60]([O:66][CH3:67])[CH:59]=2)(=[O:57])=[O:56])=[C:50]([CH2:68][C:69]2[CH:74]=[CH:73][CH:72]=[CH:71][N:70]=2)[CH:49]=1>O1CCCC1>[Cl:47][C:48]1[CH:53]=[CH:52][C:51]([N:54]([S:55]([C:58]2[CH:63]=[CH:62][C:61]([O:64][CH3:65])=[C:60]([O:66][CH3:67])[CH:59]=2)(=[O:57])=[O:56])[C@@H:35]2[CH2:39][CH2:38][N:37]([C:40]([O:42][C:43]([CH3:46])([CH3:45])[CH3:44])=[O:41])[CH2:36]2)=[C:50]([CH2:68][C:69]2[CH:74]=[CH:73][CH:72]=[CH:71][N:70]=2)[CH:49]=1. Procedure: 0.91 ml of diisopropylazodicarboxylate is added at room temperature to 1.21 g of triphenylphosphine in solution in 25 ml of tetrahydrofuran. After 30 minutes, 0.86 g of tert-butyl (3S)-3-hydroxypyrrolidine-1-carboxylate is introduced. After 30 minutes, 1.29 g of N-[4-chloro-2-(pyridin-2-ylmethyl)phenyl]-3,4-dimethoxybenzene-sulfonamide are added and the mixture is left for 18 hours at room temperature. The reaction medium is concentrated and chromatographed on silica gel in order to obtain 2.94 ...